Dataset: the Open Reaction Database (ORD), a public repository of structured organic reaction records. Task: describe an organic reaction: reactants, conditions, products, and yield Starting materials: CC1=CC2=C(C(=NO2)O)C=C1 (6-methyl-benzo[d]isoxazol-3-ol), C(=O)(C(F)(F)F)O (TFA), ClN1CCOCC1 (N-chloromorpholine). Solvent: CCOC(=O)C (EtOAc). Reaction conditions: temperature 0 celsius. Product: ClC=1C(=CC2=C(C(=NO2)O)C1)C (5-Chloro-6-methyl-benzo[d]isoxazol-3-ol). As a reaction SMILES: [CH3:1][C:2]1[CH:11]=[CH:10][C:5]2[C:6]([OH:9])=[N:7][O:8][C:4]=2[CH:3]=1.C(O)(C(F)(F)F)=O.[Cl:19]N1CCOCC1>CCOC(C)=O>[Cl:19][C:11]1[C:2]([CH3:1])=[CH:3][C:4]2[O:8][N:7]=[C:6]([OH:9])[C:5]=2[CH:10]=1. Procedure details: A 25 ml round-bottom flask equipped with a stir bar was charged with 6-methyl-benzo[d]isoxazol-3-ol (298 mg, 2.0 mmole, 1.0 eq) and TFA (2.0 ml) and cooled to 0° C. in an ice bath. Neat N-chloromorpholine (242 μL, 2.0 mmoles, 1.0 eq, Organic Syntheses, CV 8, 167) was added dropwise and the reaction mixture was allowed to warm to room temperature over the period of 30 minutes. EtOAc was added, the crude product was partitioned in a separatory funnel (EtOAc/1.0M aqueous HCl), the organic layer was... Starting materials: C1CNCCN1, Nc1nc(Cl)nc(-c2cc(Cl)ccc2Cl)n1, C1COCCO1. Yields the product Nc1nc(-c2cc(Cl)ccc2Cl)nc(N2CCNCC2)n1. As a reaction SMILES: [CH2:17]1[CH2:18][NH:19][CH2:20][CH2:21][NH:22]1.[NH2:1][c:2]1[n:3][c:4](-[c:9]2[c:10]([Cl:16])[cH:11][cH:12][c:13]([Cl:15])[cH:14]2)[n:5][c:6]([Cl:8])[n:7]1.[O:23]1[CH2:24][CH2:25][O:26][CH2:27][CH2:28]1>>[NH2:1][c:2]1[n:3][c:4](-[c:9]2[c:10]([Cl:16])[cH:11][cH:12][c:13]([Cl:15])[cH:14]2)[n:5][c:6]([N:19]2[CH2:18][CH2:17][NH:22][CH2:21][CH2:20]2)[n:7]1. Reactants: [Br-], CC1=C(Br)C(O)CC1, CC[Mg+], C1CCOC1, [Ni], c1ccc(P(CCCP(c2ccccc2)c2ccccc2)c2ccccc2)cc1. Yields the product CCC1=C(C)CCC1O. As a reaction SMILES: [Br-:9].[Br:1][C:2]1=[C:6]([CH3:7])[CH2:5][CH2:4][CH:3]1[OH:8].[CH2:10]([CH3:11])[Mg+:12].[CH2:13]1[O:14][CH2:15][CH2:16][CH2:17]1.[Ni:18].[c:19]1([P:20]([c:21]2[cH:22][cH:23][cH:24][cH:25][cH:26]2)[CH2:27][CH2:28][CH2:29][P:30]([c:31]2[cH:32][cH:33][cH:34][cH:35][cH:36]2)[c:37]2[cH:38][cH:39][cH:40][cH:41][cH:42]2)[cH:43][cH:44][cH:45][cH:46][cH:47]1>>[C:2]1([CH2:10][CH3:11])=[C:6]([CH3:7])[CH2:5][CH2:4][CH:3]1[OH:8]. Reactants: N1=CC=C(C=C1)B(O)O (Pyridin-4-ylboronic acid), C([O-])([O-])=O.[Na+].[Na+] (sodium carbonate), O (water), BrC1=C(C(=CC(=C1)C)C)O (2-Bromo-4,6-dimethylphenol). The reagents and catalysts are C1=CC=C(C=C1)P([C-]2C=CC=C2)C3=CC=CC=C3.C1=CC=C(C=C1)P([C-]2C=CC=C2)C3=CC=CC=C3.Cl[Pd]Cl.[Fe+2] (Pd(dppf)Cl2). The solvent is C(OC)COC.O (dimethoxyethane water). Run at time 1 hour. Product: CC1=C(C(=CC(=C1)C)C1=CC=NC=C1)O (2,4-dimethyl-6-(pyridin-4-yl)phenol). Yield: 30.1%. RXN SMILES: Br[C:2]1[CH:7]=[C:6]([CH3:8])[CH:5]=[C:4]([CH3:9])[C:3]=1[OH:10].[N:11]1[CH:16]=[CH:15][C:14](B(O)O)=[CH:13][CH:12]=1.C(=O)([O-])[O-].[Na+].[Na+].O>C(COC)OC.O.C1C=CC(P(C2C=CC=CC=2)[C-]2C=CC=C2)=CC=1.C1C=CC(P(C2C=CC=CC=2)[C-]2C=CC=C2)=CC=1.Cl[Pd]Cl.[Fe+2]>[CH3:9][C:4]1[CH:5]=[C:6]([CH3:8])[CH:7]=[C:2]([C:14]2[CH:15]=[CH:16][N:11]=[CH:12][CH:13]=2)[C:3]=1[OH:10] |f:2.3.4,6.7,8.9.10.11|. Procedure: 2-Bromo-4,6-dimethylphenol (0.5 g, 2.5 mmol) was dissolved in dimethoxyethane/water (2:1). Pyridin-4-ylboronic acid (0.32 g, 2.5 mmol) and Pd(dppf)Cl2 (0.10 g, 0.13 mmol), sodium carbonate (1 g, 13 mmol) were added thereto, followed by stirring for 1 hour under reflux. After the completion of the reaction, the reaction mixture was added with water, and extracted with ethyl acetate. The obtained organic layer was dried over magnesium sulfate, concentrated under reduced pressure, and purified by c... Starting materials: BrC1=C(C=CC(=C1)F)C1N=C(NC(=C1C(=O)OCC)CBr)C1=NN(C=N1)CC(=O)OCC (Ethyl 4-(2-bromo-4-fluorophenyl)-6-(bromomethyl)-2-(1-(2-ethoxy-2-oxoethyl)-1H-1,2,4-triazol-3-yl)-1,4-dihydropyrimidine-5-carboxylate), Cl.N1CC(OCC1)CC(=O)O (2-(morpholin-2-yl)acetic acid hydrochloride). Yields the product BrC1=C(C=CC(=C1)F)C1C(=C(NC(=N1)C1=NN(C=N1)CC(=O)OCC)CN1CC(OCC1)CC(=O)O)C(=O)OCC (2-(4-((6-(2-bromo-4-fluorophenyl)-2-(1-(2-ethoxy-2-oxoethyl)-1H-1,2,4-triazol-3-yl)-5-(ethoxycarbonyl)-3,6-dihydropyrimidin-4-yl)methyl)morpholin-2-yl)acetic acid). Isolated yield 53.3%. As a reaction SMILES: [Br:1][C:2]1[CH:7]=[C:6]([F:8])[CH:5]=[CH:4][C:3]=1[CH:9]1[C:14]([C:15]([O:17][CH2:18][CH3:19])=[O:16])=[C:13]([CH2:20]Br)[NH:12][C:11]([C:22]2[N:26]=[CH:25][N:24]([CH2:27][C:28]([O:30][CH2:31][CH3:32])=[O:29])[N:23]=2)=[N:10]1.Cl.[NH:34]1[CH2:39][CH2:38][O:37][CH:36]([CH2:40][C:41]([OH:43])=[O:42])[CH2:35]1>>[Br:1][C:2]1[CH:7]=[C:6]([F:8])[CH:5]=[CH:4][C:3]=1[CH:9]1[N:10]=[C:11]([C:22]2[N:26]=[CH:25][N:24]([CH2:27][C:28]([O:30][CH2:31][CH3:32])=[O:29])[N:23]=2)[NH:12][C:13]([CH2:20][N:34]2[CH2:39][CH2:38][O:37][CH:36]([CH2:40][C:41]([OH:43])=[O:42])[CH2:35]2)=[C:14]1[C:15]([O:17][CH2:18][CH3:19])=[O:16] |f:1.2|. Procedure details: Ethyl 4-(2-bromo-4-fluorophenyl)-6-(bromomethyl)-2-(1-(2-ethoxy-2-oxoethyl)-1H-1,2,4-triazol-3-yl)-1,4-dihydropyrimidine-5-carboxylate (0.57 g, 1 mmol) was reacted with 2-(morpholin-2-yl)acetic acid hydrochloride (0.3 g, 1.65 mmol) according to the procedure as described in Example 1, Step C to give the title compound as a yellow solid (0.34 g, 53%). The compound was characterized by the following spectroscopic data: Reactants: CO, [Na+], [Na+], O=[N+]([O-])c1ccc(CBr)cc1, O, O=S([O-])[O-]. Yields the product [Na+], O=[N+]([O-])c1ccc(CS(=O)(=O)[O-])cc1. RXN SMILES: [CH3:18][OH:19].[Na+:16].[Na+:17].[O-:1][N+:2](=[O:3])[c:4]1[cH:5][cH:6][c:7]([CH2:8][Br:9])[cH:10][cH:11]1.[OH2:20].[S:12](=[O:13])([O-:14])[O-:15]>>[Na+:16].[O-:1][N+:2](=[O:3])[c:4]1[cH:5][cH:6][c:7]([CH2:8][S:12](=[O:13])(=[O:14])[O-:15])[cH:10][cH:11]1. Starting materials: Cc1cccc(Br)n1, CC(C)(C)[O-], Cc1ccccc1, Cc1cccc(N)n1, [Na+]. Yields the product Cc1cccc(Nc2cccc(C)n2)n1. RXN SMILES: [Br:9][c:10]1[n:11][c:12]([CH3:16])[cH:13][cH:14][cH:15]1.[CH3:17][C:18]([CH3:19])([O-:20])[CH3:21].[CH3:23][c:24]1[cH:25][cH:26][cH:27][cH:28][cH:29]1.[NH2:1][c:2]1[n:3][c:4]([CH3:8])[cH:5][cH:6][cH:7]1.[Na+:22]>>[NH:1]([c:2]1[n:3][c:4]([CH3:8])[cH:5][cH:6][cH:7]1)[c:10]1[n:11][c:12]([CH3:16])[cH:13][cH:14][cH:15]1. Reaction SMILES: [CH2:42]1[O:43][CH2:44][CH2:45][CH2:46]1.[CH3:25][CH2:26][CH2:27][CH2:28][Li:29].[CH3:47][CH2:48][CH2:49][CH2:50][CH2:51][CH3:52].[I:30][CH2:31][CH2:32][CH2:33][O:34][CH:35]1[O:36][CH2:37][CH2:38][CH2:39][CH2:40]1.[OH2:41].[c:1]1([C:7]([n:8]2[cH:9][n:10][cH:11][cH:12]2)([c:13]2[cH:14][cH:15][cH:16][cH:17][cH:18]2)[c:19]2[cH:20][cH:21][cH:22][cH:23][cH:24]2)[cH:2][cH:3][cH:4][cH:5][cH:6]1>>[c:1]1([C:7]([n:8]2[c:9]([CH2:31][CH2:32][CH2:33][O:34][CH:35]3[O:36][CH2:37][CH2:38][CH2:39][CH2:40]3)[n:10][cH:11][cH:12]2)([c:13]2[cH:14][cH:15][cH:16][cH:17][cH:18]2)[c:19]2[cH:20][cH:21][cH:22][cH:23][cH:24]2)[cH:2][cH:3][cH:4][cH:5][cH:6]1. Reactants: C1CCOC1, [Li]CCCC, CCCCCC, ICCCOC1CCCCO1, O, c1ccc(C(c2ccccc2)(c2ccccc2)n2ccnc2)cc1. Product: c1ccc(C(c2ccccc2)(c2ccccc2)n2ccnc2CCCOC2CCCCO2)cc1. The reactants are C(C)C(CC)NC1=C(C(=C(C=C1[N+](=O)[O-])C)C)[N+](=O)[O-] (N-(1-ethylpropyl)-2,6-dinitro-3,4-xylidine), COC(N(C)C)OC (dimethylformamide dimethyl acetal). Reaction conditions: temperature 85 celsius, time 8 hour. Product: C(C)C(CC)NC=1C(=C(C=CN(C)C)C(=CC1[N+](=O)[O-])C)[N+](=O)[O-] (3-[(1-Ethylpropyl)amino]-N,N,6-trimethyl-2,4-dinitrostyrylamine). Reaction SMILES: [CH2:1]([CH:3]([NH:6][C:7]1[C:12]([N+:13]([O-:15])=[O:14])=[CH:11][C:10]([CH3:16])=[C:9]([CH3:17])[C:8]=1[N+:18]([O-:20])=[O:19])[CH2:4][CH3:5])[CH3:2].CO[CH:23](OC)[N:24]([CH3:26])[CH3:25]>>[CH2:1]([CH:3]([NH:6][C:7]1[C:8]([N+:18]([O-:20])=[O:19])=[C:9]([C:10]([CH3:16])=[CH:11][C:12]=1[N+:13]([O-:15])=[O:14])[CH:17]=[CH:23][N:24]([CH3:26])[CH3:25])[CH2:4][CH3:5])[CH3:2]. Reported procedure: A mixture of N-(1-ethylpropyl)-2,6-dinitro-3,4-xylidine (50.0 g; 0.18 mol) and dimethylformamide dimethyl acetal (125 ml) is stirred at 85° C. overnight. The temperature of the reaction mixture is then raised to 90°-100° C. and methanol distilled off until approximately 12.5 ml methanol is collected. The reaction mixture is then cooled down, poured into hexane (400 ml) and chilled. The crystallized red solid (45.6 g; 75.3%) is collected and air dried. A sample is purified for analysis, melting p... Reactants: BrB(Br)Br, COc1ccc(-n2nc3ccccc3c2Cl)cc1, ClCCl. The product is Oc1ccc(-n2nc3ccccc3c2Cl)cc1. Reaction SMILES: [B:19]([Br:20])([Br:21])[Br:22].[Cl:1][c:2]1[n:3](-[c:11]2[cH:12][cH:13][c:14]([O:17][CH3:18])[cH:15][cH:16]2)[n:4][c:5]2[cH:6][cH:7][cH:8][cH:9][c:10]12.[Cl:23][CH2:24][Cl:25]>>[Cl:1][c:2]1[n:3](-[c:11]2[cH:12][cH:13][c:14]([OH:17])[cH:15][cH:16]2)[n:4][c:5]2[cH:6][cH:7][cH:8][cH:9][c:10]12.